From a dataset of the Open Reaction Database (ORD), a public repository of structured organic reaction records. describe an organic reaction: reactants, conditions, products, and yield The reactants are C(CCC)=C1C(N(C(S1)=O)CCCCSC1=CC=CC=2N1C=C(N2)C)=O (5-butylidene-3-[4-(2-methyl-imidazo[1,2-a]pyridin-5-ylthio)butyl]thiazolidine-2,4-dione), Cl (hydrochloric acid). The solvent is CO (methanol). Yields the product Cl.C(CCC)=C1C(N(C(S1)=O)CCCCSC1=CC=CC=2N1C=C(N2)C)=O (5-butylidene-3-[4-(2-methyl-imidazo[1,2-a]pyridin-5-ylthio)butyl]thiazolidine-2,4-dione hydrochloride). As a reaction SMILES: [CH:1](=[C:5]1[S:9][C:8](=[O:10])[N:7]([CH2:11][CH2:12][CH2:13][CH2:14][S:15][C:16]2[N:21]3[CH:22]=[C:23]([CH3:25])[N:24]=[C:20]3[CH:19]=[CH:18][CH:17]=2)[C:6]1=[O:26])[CH2:2][CH2:3][CH3:4].[ClH:27]>CO>[ClH:27].[CH:1](=[C:5]1[S:9][C:8](=[O:10])[N:7]([CH2:11][CH2:12][CH2:13][CH2:14][S:15][C:16]2[N:21]3[CH:22]=[C:23]([CH3:25])[N:24]=[C:20]3[CH:19]=[CH:18][CH:17]=2)[C:6]1=[O:26])[CH2:2][CH2:3][CH3:4] |f:3.4|. Procedure details: To a solution of 0.794 g (2.0 mmol) of 5-butylidene-3-[4-(2-methyl-imidazo[1,2-a]pyridin-5-ylthio)butyl]thiazolidine-2,4-dione in 10 ml of methanol, 0.25 ml of concentrated hydrochloric acid was added. After the solvent was distilled off, the residue was washed with diethyl ether to yield 0.801 g (94.0%, light yellow solid) of the desired product.